This data is from the Open Reaction Database (ORD), a public repository of structured organic reaction records. The task is: describe an organic reaction: reactants, conditions, products, and yield Reactants: [BH3-]C#N, CO, COC(=O)CC(=O)CC(=O)OC, O=C[O-], Cl, [NH4+], [Na+]. Yields the product COC(=O)CC(N)CC(=O)OC. As a reaction SMILES: [C:19](#[N:20])[BH3-:21].[CH3:13][OH:14].[CH3:1][O:2][C:3]([CH2:4][C:5]([CH2:6][C:7](=[O:8])[O:9][CH3:10])=[O:11])=[O:12].[CH:15]([O-:16])=[O:17].[ClH:23].[NH4+:18].[Na+:22]>>[CH3:1][O:2][C:3]([CH2:4][CH:5]([CH2:6][C:7](=[O:8])[O:9][CH3:10])[NH2:20])=[O:12]. Reactants: ClC=1C=NC=2N(C1)N=C(C2)C(=O)O (6-chloro-pyrazolo[1,5-a]pyrimidine-2-carboxylic acid), CC1CC2=C(CN1)C=CS2 (6-methyl-4,5,6,7-tetrahydro-thieno[3,2-c]pyridine). Yields the product ClC=1C=NC=2N(C1)N=C(C2)C(=O)N2CC1=C(CC2C)SC=C1 ((6-Chloro-pyrazolo[1,5-a]pyrimidin-2-yl)-(6-methyl-6,7-dihydro-4H-thieno[3,2-c]pyridin-5-yl)-methanone). The yield is 51.0%. As a reaction SMILES: [Cl:1][C:2]1[CH:3]=[N:4][C:5]2[N:6]([N:8]=[C:9]([C:11]([OH:13])=O)[CH:10]=2)[CH:7]=1.[CH3:14][CH:15]1[NH:20][CH2:19][C:18]2[CH:21]=[CH:22][S:23][C:17]=2[CH2:16]1>>[Cl:1][C:2]1[CH:3]=[N:4][C:5]2[N:6]([N:8]=[C:9]([C:11]([N:20]3[CH:15]([CH3:14])[CH2:16][C:17]4[S:23][CH:22]=[CH:21][C:18]=4[CH2:19]3)=[O:13])[CH:10]=2)[CH:7]=1. Procedure details: In close analogy to the procedure described in Example 1, 6-chloro-pyrazolo[1,5-a]pyrimidine-2-carboxylic acid is reacted with 6-methyl-4,5,6,7-tetrahydro-thieno[3,2-c]pyridine to provide the title compound. Reported procedure: To a solution of (R)-4-amino-3-fluoro-2-methylbutan-2-ol (100 mg, 0.825 mmol) in DCM (3 mL) was added phenyl chloroformate (0.124 mL, 0.990 mmol) at 0° C. followed by pyridine (0.100 mL, 1.238 mmol); the reaction mixture was stirred at RT for 12 h. The reaction mixture was quenched with water and extracted with ethyl acetate (3×10 mL). The combined organic layer was washed with a 1.5 N aq. solution of HCl, dried over Na2SO4, filtered and the filtrate evaporated under vacuum to afford Intermediat... Starting materials: NC[C@H](C(C)(O)C)F ((R)-4-amino-3-fluoro-2-methylbutan-2-ol), ClC(=O)OC1=CC=CC=C1 (phenyl chloroformate), N1=CC=CC=C1 (pyridine). Reaction SMILES: [NH2:1][CH2:2][C@@H:3]([F:8])[C:4]([CH3:7])([OH:6])[CH3:5].Cl[C:10]([O:12][C:13]1[CH:18]=[CH:17][CH:16]=[CH:15][CH:14]=1)=[O:11].N1C=CC=CC=1>C(Cl)Cl>[C:13]1([O:12][C:10](=[O:11])[NH:1][CH2:2][C@@H:3]([F:8])[C:4]([OH:6])([CH3:7])[CH3:5])[CH:18]=[CH:17][CH:16]=[CH:15][CH:14]=1. Run in C(Cl)Cl (DCM). Yields the product C1(=CC=CC=C1)OC(NC[C@H](C(C)(C)O)F)=O ((R)-Phenyl(2-fluoro-3-hydroxy-3-methylbutyl)carbamate). The yield is 65.3%. Run at time 12 hour. Starting materials: CN(C)CCCl, Cl, O=C(C(=O)N1CCN(c2nnnn2-c2ccccc2)CC1)c1c[nH]c2c(-c3cc[nH]n3)ncc(F)c12, [H-], [Na+], CN(C)C=O. Reaction SMILES: [Cl:40][CH2:41][CH2:42][N:43]([CH3:44])[CH3:45].[ClH:39].[F:1][c:2]1[c:3]2[c:4]([c:5](-[c:8]3[n:9][nH:10][cH:11][cH:12]3)[n:6][cH:7]1)[nH:13][cH:14][c:15]2[C:16]([C:17](=[O:18])[N:19]1[CH2:20][CH2:21][N:22]([c:25]2[n:26][n:27][n:28][n:29]2-[c:30]2[cH:31][cH:32][cH:33][cH:34][cH:35]2)[CH2:23][CH2:24]1)=[O:36].[H-:37].[Na+:38].[O:46]=[CH:47][N:48]([CH3:49])[CH3:50]>>[F:1][c:2]1[c:3]2[c:4]([c:5](-[c:8]3[n:9][n:10]([CH2:41][CH2:42][N:43]([CH3:44])[CH3:45])[cH:11][cH:12]3)[n:6][cH:7]1)[nH:13][cH:14][c:15]2[C:16]([C:17](=[O:18])[N:19]1[CH2:20][CH2:21][N:22]([c:25]2[n:26][n:27][n:28][n:29]2-[c:30]2[cH:31][cH:32][cH:33][cH:34][cH:35]2)[CH2:23][CH2:24]1)=[O:36]. Product: CN(C)CCn1ccc(-c2ncc(F)c3c(C(=O)C(=O)N4CCN(c5nnnn5-c5ccccc5)CC4)c[nH]c23)n1. Reactants: ClC1=CC=C(C=C1)S(=O)(=O)N([C@@H](CCCNC(C)=O)C)C1=C(C=CC(=C1)Cl)Cl (4-chloro-N-[2,5-dichlorophenyl]-N-[(R)-1-methyl-4-(acetylamino)butyl]benzenesulfonamide), C1(=CC=CC=C1)S(=O)(=O)N (benzenesulfonamide), ClC(=O)OCC1=CC=CC=C1 (benzyl chloroformate). Product: ClC1=CC=C(C=C1)S(=O)(=O)N([C@@H](CCCNC(=O)OCC1=CC=CC=C1)C)C1=C(C=CC(=C1)Cl)Cl (4-chloro-N-(2,5-dichlorophenyl)-N-[4-[[(benzyloxy)carbonyl]amino]-1(R)-methylbutyl]-benzenesulfonamide). The yield is 81.0%. Reaction SMILES: [Cl:1][C:2]1[CH:7]=[CH:6][C:5]([S:8]([N:11]([C:21]2[CH:26]=[C:25]([Cl:27])[CH:24]=[CH:23][C:22]=2[Cl:28])[C@H:12]([CH3:20])[CH2:13][CH2:14][CH2:15][NH:16]C(=O)C)(=[O:10])=[O:9])=[CH:4][CH:3]=1.C1(S(N)(=O)=O)C=CC=CC=1.Cl[C:40]([O:42][CH2:43][C:44]1[CH:49]=[CH:48][CH:47]=[CH:46][CH:45]=1)=[O:41]>>[Cl:1][C:2]1[CH:3]=[CH:4][C:5]([S:8]([N:11]([C:21]2[CH:26]=[C:25]([Cl:27])[CH:24]=[CH:23][C:22]=2[Cl:28])[C@H:12]([CH3:20])[CH2:13][CH2:14][CH2:15][NH:16][C:40]([O:42][CH2:43][C:44]2[CH:49]=[CH:48][CH:47]=[CH:46][CH:45]=2)=[O:41])(=[O:10])=[O:9])=[CH:6][CH:7]=1. Procedure details: 4-chloro-N-(2,5-dichlorophenyl)-N-[4-[[(benzyloxy)carbonyl]amino]-1(R)-methylbutyl]-benzenesulfonamide was prepared analogous to 4-chloro-N-[2,5-dichlorophenyl]-N-[(R)-1-methyl-4-(acetylamino)butyl]benzenesulfonamide by reacting 4-chloro-N-[2,5-dichlorophenyl]-N-[R]-1-methyl-4-aminobutyl]benzenesulfonamide with benzyl chloroformate. Yield=81%; MS (ESI+), 555 (M+H)+.